Dataset: the Open Reaction Database (ORD), a public repository of structured organic reaction records. Task: describe an organic reaction: reactants, conditions, products, and yield The reactants are N(C(=N)N)C=1SC=C(N1)C1CC(CCC1)N (2-guanidino-4-(3-aminocyclohexyl)thiazole), CSC(N[N+](=O)[O-])=N (2-methyl-1-nitroisothiourea), C(\C=C/C(=O)O)(=O)O (maleic acid), N (ammonia). Solvent: CO (methanol), CCOCC (ether), C(Cl)(Cl)Cl (chloroform), C(C)O (ethanol), CC(=O)C (acetone), C(C)O (ethanol). Reaction conditions: time 8 hour. Product: O.C(\C=C/C(=O)O)(=O)O.N(C(=N)N)C=1SC=C(N1)C1CC(CCC1)NC(=N[N+](=O)[O-])N.N(C(=N)N)C=1SC=C(N1)C1CC(CCC1)NC(=N[N+](=O)[O-])N.C(\C=C/C(=O)O)(=O)O (2-guanidino-4-[3-(2-nitroguanidino)cyclohexyl] thiazole maleate hemihydrate). As a reaction SMILES: [NH:1]([C:5]1[S:6][CH:7]=[C:8]([CH:10]2[CH2:15][CH2:14][CH2:13][CH:12]([NH2:16])[CH2:11]2)[N:9]=1)[C:2]([NH2:4])=[NH:3].CS[C:19](=[NH:24])[NH:20][N+:21]([O-:23])=[O:22].N.[C:26]([OH:33])(=[O:32])/[CH:27]=[CH:28]\[C:29]([OH:31])=[O:30]>C(O)C.CC(C)=O.CCOCC.CO.C(Cl)(Cl)Cl>[OH2:22].[C:26]([OH:33])(=[O:32])/[CH:27]=[CH:28]\[C:29]([OH:31])=[O:30].[NH:1]([C:5]1[S:6][CH:7]=[C:8]([CH:10]2[CH2:15][CH2:14][CH2:13][CH:12]([NH:16][C:19]([NH2:24])=[N:20][N+:21]([O-:23])=[O:22])[CH2:11]2)[N:9]=1)[C:2]([NH2:4])=[NH:3].[NH:1]([C:5]1[S:6][CH:7]=[C:8]([CH:10]2[CH2:15][CH2:14][CH2:13][CH:12]([NH:16][C:19]([NH2:24])=[N:20][N+:21]([O-:23])=[O:22])[CH2:11]2)[N:9]=1)[C:2]([NH2:4])=[NH:3].[C:26]([OH:33])(=[O:32])/[CH:27]=[CH:28]\[C:29]([OH:31])=[O:30] |f:9.10.11.12.13|. Procedure: To a solution of 2-guanidino-4-(3-aminocyclohexyl)thiazole (0.3 g.) in ethanol (30 ml.) was added 2-methyl-1-nitroisothiourea (0.2 g.) and the mixture allowed to stand overnight at room temperature. The residue, obtained on evaporation of the reaction mixture, was subjected to preparative thin layer chromatography on silica gel GF plates (Uniplate, Analtech Inc. Delaware, USA) using chloroform:methanol:ammonia (s.g. 0.88) 80:20:0.5 v/v/v for development. Elution of the appropriate region of the ...